Dataset: the Open Reaction Database (ORD), a public repository of structured organic reaction records. Task: describe an organic reaction: reactants, conditions, products, and yield The reactants are C(C)(C)(C)OC(=O)N[C@@H]1CN(CCC1)C1=C2C(=NC=C1C(=O)O)N(N=C2)CC2=CC=C(C=C2)OC (4-{(3S)-3-[(tert-butoxycarbonyl)amino]piperidin-1-yl}-1-(4-methoxybenzyl)-1H-pyrazolo[3,4-b]pyridine-5-carboxylic acid), C1=CC=C(C=C1)OP(=O)(N=[N+]=[N-])OC2=CC=CC=C2 (diphenylphosphonic azide), CCN(C(C)C)C(C)C (DIPEA), C(C)(C)(C)O (tert-butyl alcohol). The product is C(C)(C)(C)OC(=O)NC=1C(=C2C(=NC1)N(N=C2)CC2=CC=C(C=C2)OC)N2C[C@H](CCC2)NC(OC(C)(C)C)=O (tert-Butyl {(3S)-1-[5-[(tert-butoxycarbonyl)amino]-1-(4-methoxybenzyl)-1H-pyrazolo[3,4-b]pyridin-4-yl]piperidin-3-yl}carbamate). Isolated yield 44.0%. RXN SMILES: [C:1]([O:5][C:6]([NH:8][C@H:9]1[CH2:14][CH2:13][CH2:12][N:11]([C:15]2[C:20](C(O)=O)=[CH:19][N:18]=[C:17]3[N:24]([CH2:27][C:28]4[CH:33]=[CH:32][C:31]([O:34][CH3:35])=[CH:30][CH:29]=4)[N:25]=[CH:26][C:16]=23)[CH2:10]1)=[O:7])([CH3:4])([CH3:3])[CH3:2].C1C=CC(OP([O:48][C:49]2C=CC=CC=2)(N=[N+]=[N-])=O)=CC=1.CC[N:57](C(C)C)C(C)C.[C:64]([OH:68])([CH3:67])([CH3:66])[CH3:65]>>[C:64]([O:68][C:49]([NH:57][C:20]1[C:15]([N:11]2[CH2:12][CH2:13][CH2:14][C@H:9]([NH:8][C:6](=[O:7])[O:5][C:1]([CH3:3])([CH3:2])[CH3:4])[CH2:10]2)=[C:16]2[CH:26]=[N:25][N:24]([CH2:27][C:28]3[CH:33]=[CH:32][C:31]([O:34][CH3:35])=[CH:30][CH:29]=3)[C:17]2=[N:18][CH:19]=1)=[O:48])([CH3:67])([CH3:66])[CH3:65]. Procedure details: A mixture of 4-{(3S)-3-[(tert-butoxycarbonyl)amino]piperidin-1-yl}-1-(4-methoxybenzyl)-1H-pyrazolo[3,4-b]pyridine-5-carboxylic acid (1.0 g, 2.1 mmol), diphenylphosphonic azide (0.58 mL, 2.7 mmol) and DIPEA (0.72 mL, 4.2 mmol) in tert-butyl alcohol (20 mL) heated under reflux overnight. The solution was then evaporated under reduced pressure. The resulting residue was dissolved in DCM, washed with 1 M aq. NaOH and brine, then dried over Na2SO4 and evaporated under reduced pressure. The residue wa...